Dataset: the Open Reaction Database (ORD), a public repository of structured organic reaction records. Task: describe an organic reaction: reactants, conditions, products, and yield The reactants are Cc1csc2c(=O)oc(=O)[nH]c12, CN(C)c1ccncc1, Cl, O=C(Cl)c1ccc(C(F)(F)F)cc1, C1COCCO1. The product is Cc1csc2c(=O)oc(-c3ccc(C(F)(F)F)cc3)nc12. Reaction SMILES: [CH3:1][c:2]1[cH:3][s:4][c:5]2[c:6]1[nH:7][c:8](=[O:12])[o:9][c:10]2=[O:11].[CH3:27][N:28]([CH3:29])[c:30]1[cH:31][cH:32][n:33][cH:34][cH:35]1.[ClH:26].[F:13][C:14]([c:15]1[cH:16][cH:17][c:18]([C:19]([Cl:20])=[O:21])[cH:22][cH:23]1)([F:24])[F:25].[O:36]1[CH2:37][CH2:38][O:39][CH2:40][CH2:41]1>>[CH3:1][c:2]1[cH:3][s:4][c:5]2[c:6]1[n:7][c:8](-[c:18]1[cH:17][cH:16][c:15]([C:14]([F:13])([F:24])[F:25])[cH:23][cH:22]1)[o:9][c:10]2=[O:11]. Starting materials: C1=CC=C(C=C1)OC2=CC=CC(=C2)C(C#N)O (3-phenoxybenzaldehyde cyanohydrin), [H-].[Al+3].[Li+].[H-].[H-].[H-] (lithium aluminum hydride), O1CCCC1 (tetrahydrofuran), [OH-].[Na+] (sodium hydroxide). Run in O (water), O (water). Product: NCC(O)C1=CC(=CC=C1)OC1=CC=CC=C1 (2-Amino-1-(3-phenoxyphenyl)ethanol). As a reaction SMILES: [CH:1]1[CH:6]=[CH:5][C:4]([O:7][C:8]2[CH:13]=[C:12]([CH:14]([OH:17])[C:15]#[N:16])[CH:11]=[CH:10][CH:9]=2)=[CH:3][CH:2]=1.[H-].[Al+3].[Li+].[H-].[H-].[H-].O1CCCC1.[OH-].[Na+]>O>[NH2:16][CH2:15][CH:14]([C:12]1[CH:11]=[CH:10][CH:9]=[C:8]([O:7][C:4]2[CH:5]=[CH:6][CH:1]=[CH:2][CH:3]=2)[CH:13]=1)[OH:17] |f:1.2.3.4.5.6,8.9|. Procedure: 10 g of 3-phenoxybenzaldehyde cyanohydrin were added dropwise to a mixture of 5.1 g of lithium aluminum hydride and 500 ml of tetrahydrofuran, whilst ice-cooling, and the resulting mixture was heated under reflux for 4 hours. At the end of this time, 5 ml of water, 6 ml of a 15% w/v aqueous solution of sodium hydroxide and 18 ml of water were added in that order to the reaction mixture, whilst ice-cooling. Insoluble materials were filtered off, and the filtrate was concentrated by evaporation un... Starting materials: O=C(NC(=S)NC1(c2ccccc2F)COC(C(F)(F)F)C1CO)c1ccccc1, O=S(=O)(OS(=O)(=O)C(F)(F)F)C(F)(F)F, c1ccncc1. Product: O=C(NC1=NC2(c3ccccc3F)COC(C(F)(F)F)C2CS1)c1ccccc1. RXN SMILES: [F:1][c:2]1[c:3]([C:8]2([NH:19][C:20](=[S:21])[NH:22][C:23]([c:24]3[cH:25][cH:26][cH:27][cH:28][cH:29]3)=[O:30])[CH2:9][O:10][CH:11]([C:15]([F:16])([F:17])[F:18])[CH:12]2[CH2:13][OH:14])[cH:4][cH:5][cH:6][cH:7]1.[F:31][C:32]([S:33]([O:34][S:35]([C:36]([F:37])([F:38])[F:39])(=[O:40])=[O:41])(=[O:42])=[O:43])([F:44])[F:45].[cH:46]1[cH:47][cH:48][n:49][cH:50][cH:51]1>>[F:1][c:2]1[c:3]([C:8]23[CH2:9][O:10][CH:11]([C:15]([F:16])([F:17])[F:18])[CH:12]2[CH2:13][S:21][C:20]([NH:22][C:23]([c:24]2[cH:25][cH:26][cH:27][cH:28][cH:29]2)=[O:30])=[N:19]3)[cH:4][cH:5][cH:6][cH:7]1. Reactants: ClC=1C=CC=2N(C1)C(=C(N2)N(S(=O)(=O)C2=CC=C(C(=O)OC)C=C2)CC2=CC=C(C=C2)OC(F)(F)F)C (Methyl 4-(N-(6-Chloro-3-methylimidazo[1,2-a]pyridin-2-yl)-N-(4-trifluoromethoxybenzyl)sulfamoyl)benzoate), [OH-].[Na+] (NaOH). Run in CO (methanol). Run at temperature 60 celsius. The product is ClC=1C=CC=2N(C1)C(=C(N2)N(S(=O)(=O)C2=CC=C(C(=O)[O-])C=C2)CC2=CC=C(C=C2)OC(F)(F)F)C.[Na+] (Sodium 4-(N-(6-Chloro-3-methylimidazo[1,2-a]pyridin-2-yl)-N-(4-trifluoromethoxybenzyl)sulfamoyl)benzoate). Yield: 100.8%. As a reaction SMILES: [Cl:1][C:2]1[CH:3]=[CH:4][C:5]2[N:6]([C:8]([CH3:37])=[C:9]([N:11]([CH2:25][C:26]3[CH:31]=[CH:30][C:29]([O:32][C:33]([F:36])([F:35])[F:34])=[CH:28][CH:27]=3)[S:12]([C:15]3[CH:24]=[CH:23][C:18]([C:19]([O:21]C)=[O:20])=[CH:17][CH:16]=3)(=[O:14])=[O:13])[N:10]=2)[CH:7]=1.[OH-].[Na+:39]>CO>[Cl:1][C:2]1[CH:3]=[CH:4][C:5]2[N:6]([C:8]([CH3:37])=[C:9]([N:11]([CH2:25][C:26]3[CH:31]=[CH:30][C:29]([O:32][C:33]([F:34])([F:35])[F:36])=[CH:28][CH:27]=3)[S:12]([C:15]3[CH:16]=[CH:17][C:18]([C:19]([O-:21])=[O:20])=[CH:23][CH:24]=3)(=[O:14])=[O:13])[N:10]=2)[CH:7]=1.[Na+:39] |f:1.2,4.5|. Reported procedure: To a solution of Compound 110 (0.067 g, 0.12 mmol) in methanol (1.2 mL) was added 3N NaOH (42.33 μL, 0.13 mmol) and the reaction mixture was heated at 60° C. for 13 h. The reaction mixture was cooled to room temperature, the solvent evaporated under reduced pressure to give Compound 113 as a white solid (0.068 g, 99%); 1H NMR (MeOD): δ 8.21-8.31 (m, 1H), 8.05-8.14 (m, J=8.31 Hz, 2H), 7.68-7.78 (m, J=8.31 Hz, 2H), 7.36-7.40 (m, J=9.54 Hz, 1H), 7.34 (d, J=8.56 Hz, 2H), 7.28 (dd, J=1.71, 9.54 Hz, 1... The reactants are ClCCl, O=C(O)C(F)(F)F, CC(C)(C)OC(=O)N1CCN2C(=O)N(C3CC3c3ccccc3)C(=O)C2C1. The product is O=C1C2CNCCN2C(=O)N1C1CC1c1ccccc1. Reaction SMILES: [Cl:35][CH2:36][Cl:37].[F:28][C:29]([F:30])([F:31])[C:32]([OH:33])=[O:34].[O:1]=[C:2]1[N:3]([CH:19]2[CH:20]([c:22]3[cH:23][cH:24][cH:25][cH:26][cH:27]3)[CH2:21]2)[C:4](=[O:18])[N:5]2[CH:6]1[CH2:7][N:8]([C:11]([O:12][C:13]([CH3:14])([CH3:15])[CH3:16])=[O:17])[CH2:9][CH2:10]2>>[O:1]=[C:2]1[N:3]([CH:19]2[CH:20]([c:22]3[cH:23][cH:24][cH:25][cH:26][cH:27]3)[CH2:21]2)[C:4](=[O:18])[N:5]2[CH:6]1[CH2:7][NH:8][CH2:9][CH2:10]2. The reactants are C1(=CC=CC=C1)C=1N=C2C(=NC1)NC(N2)=O (5-phenyl-1,3-dihydro-imidazo[4,5-b]pyrazin-2-one), P(=O)(Cl)(Cl)Cl (phosphorus oxychloride). Conditions: time 30 minute. The product is ClC1=NC=2C(=NC=C(N2)C2=CC=CC=C2)N1 (2-chloro-5-phenyl-1H-imidazo[4,5-b]pyrazine). RXN SMILES: [C:1]1([C:7]2[N:8]=[C:9]3[NH:15][C:14](=O)[NH:13][C:10]3=[N:11][CH:12]=2)[CH:6]=[CH:5][CH:4]=[CH:3][CH:2]=1.P(Cl)(Cl)([Cl:19])=O>>[Cl:19][C:14]1[NH:13][C:10]2=[N:11][CH:12]=[C:7]([C:1]3[CH:6]=[CH:5][CH:4]=[CH:3][CH:2]=3)[N:8]=[C:9]2[N:15]=1. Procedure details: Reflux a solution of 5-phenyl-1,3-dihydro-imidazo[4,5-b]pyrazin-2-one (200 mg) in phosphorus oxychloride (10 mL) for 18 hours. After cooling, remove the excess POCl3 in vacuo, and triturate the residue in ice-water (200 mL). After stirring for 30 minutes, filter the precipitate to obtain 2-chloro-5-phenyl-1H-imidazo[4,5-b]pyrazine as a gray solid. Reactants: C1CCOC1, COC(=O)C(Cc1ccccc1)Oc1ccc2cc(-c3cnc(-c4cn(C)c5ccccc45)o3)ccc2c1, CO, Cl, [Na+], [OH-], O. Product: Cn1cc(-c2ncc(-c3ccc4cc(OC(Cc5ccccc5)C(=O)O)ccc4c3)o2)c2ccccc21. RXN SMILES: [CH2:42]1[O:43][CH2:44][CH2:45][CH2:46]1.[CH3:1][n:2]1[cH:3][c:4](-[c:11]2[o:12][c:13](-[c:16]3[cH:17][c:18]4[cH:19][cH:20][c:21]([O:26][CH:27]([C:28](=[O:29])[O:30][CH3:31])[CH2:32][c:33]5[cH:34][cH:35][cH:36][cH:37][cH:38]5)[cH:22][c:23]4[cH:24][cH:25]3)[cH:14][n:15]2)[c:5]2[cH:6][cH:7][cH:8][cH:9][c:10]12.[CH3:47][OH:48].[ClH:41].[Na+:40].[OH-:39].[OH2:49]>>[CH3:1][n:2]1[cH:3][c:4](-[c:11]2[o:12][c:13](-[c:16]3[cH:17][c:18]4[cH:19][cH:20][c:21]([O:26][CH:27]([C:28](=[O:29])[OH:30])[CH2:32][c:33]5[cH:34][cH:35][cH:36][cH:37][cH:38]5)[cH:22][c:23]4[cH:24][cH:25]3)[cH:14][n:15]2)[c:5]2[cH:6][cH:7][cH:8][cH:9][c:10]12. The reactants are CCOC(=O)c1n[nH]cc1[N+](=O)[O-], COc1ccc(CCl)cc1, CC#N, [K+], [K+], O=C([O-])[O-]. The product is CCOC(=O)c1nn(Cc2ccc(OC)cc2)cc1[N+](=O)[O-]. Reaction SMILES: [CH2:1]([CH3:2])[O:3][C:4](=[O:5])[c:6]1[n:7][nH:8][cH:9][c:10]1[N+:11](=[O:12])[O-:13].[CH3:20][O:21][c:22]1[cH:23][cH:24][c:25]([CH2:26][Cl:27])[cH:28][cH:29]1.[CH3:30][C:31]#[N:32].[K+:14].[K+:15].[O-:16][C:17]([O-:18])=[O:19]>>[CH2:1]([CH3:2])[O:3][C:4](=[O:5])[c:6]1[n:7][n:8]([CH2:26][c:25]2[cH:24][cH:23][c:22]([O:21][CH3:20])[cH:29][cH:28]2)[cH:9][c:10]1[N+:11](=[O:12])[O-:13].